This data is from the Open Reaction Database (ORD), a public repository of structured organic reaction records. The task is: describe an organic reaction: reactants, conditions, products, and yield Reactants: ClC1=NC=C(C(=N1)NC)F (2-chloro-5-fluoro-N-methylpyrimidin-4-amine), NC1=C(C=C(C(=O)O)C=C1)OC (4-Amino-3-methoxybenzoic acid), Cl (HCl). The solvent is O1CCOCC1 (1,4-dioxane), N-butanol. Run at temperature 120 celsius. Yields the product FC=1C(=NC(=NC1)NC1=C(C=C(C(=O)O)C=C1)OC)NC (4-(5-fluoro-4-(methylamino)pyrimidin-2-ylamino)-3-methoxybenzoic acid). Yield: 88.4%. RXN SMILES: Cl[C:2]1[N:7]=[C:6]([NH:8][CH3:9])[C:5]([F:10])=[CH:4][N:3]=1.[NH2:11][C:12]1[CH:20]=[CH:19][C:15]([C:16]([OH:18])=[O:17])=[CH:14][C:13]=1[O:21][CH3:22].Cl>O1CCOCC1>[F:10][C:5]1[C:6]([NH:8][CH3:9])=[N:7][C:2]([NH:11][C:12]2[CH:20]=[CH:19][C:15]([C:16]([OH:18])=[O:17])=[CH:14][C:13]=2[O:21][CH3:22])=[N:3][CH:4]=1. Procedure: A mixture of 50 mg 2-chloro-5-fluoro-N-methylpyrimidin-4-amine, 57 mg 4-Amino-3-methoxybenzoic acid, 0.1 mL 4N HCl in 1,4-dioxane and 1 mL N-butanol was placed in a 10 mL snap-top microwave vial (CEM Corp.) and heated to 120° C. microwave for 40 min. The reaction was monitored by LC/MS. The precipitated solid was filtered to yield 80 mg of 4-(5-fluoro-4-(methylamino)pyrimidin-2-ylamino)-3-methoxybenzoic acid. Starting materials: CN(C=O)C (N,N-dimethylformamide), NC1=C(C=C(C(=N1)N1C=C(C(C2=CC(=C(C(=C12)F)F)F)=O)C(=O)O)F)F (1-(6-amino-3,5-difluoropyridine-2-yl)-6,7,8-trifluoro-4-oxo-1,4-dihydroquinoline-3-carboxylic acid), Cl.Cl.CNC1CNC1 (3-methylaminoazetidine dihydrochloride), CN1CCCC1 (N-methylpyrrolidine). The reagents and catalysts are C(C)O (ethanol). Run in C(C)O (ethanol). Run at temperature 85 celsius, time 30 minute. The product is NC1=C(C=C(C(=N1)N1C=C(C(C2=CC(=C(C(=C12)F)N1CC(C1)NC)F)=O)C(=O)O)F)F (1-(6-amino-3,5-difluoropyridine-2-yl)-6,8-difluoro-7-(3-methylaminoazetidine-1-yl)-4-oxo-1,4-dihydroquinoline-3-carboxylic acid). The yield is 67.9%. Reaction SMILES: CN(C)C=O.[NH2:6][C:7]1[N:12]=[C:11]([N:13]2[C:22]3[C:17](=[CH:18][C:19]([F:25])=[C:20](F)[C:21]=3[F:23])[C:16](=[O:26])[C:15]([C:27]([OH:29])=[O:28])=[CH:14]2)[C:10]([F:30])=[CH:9][C:8]=1[F:31].Cl.Cl.[CH3:34][NH:35][CH:36]1[CH2:39][NH:38][CH2:37]1.CN1CCCC1>C(O)C>[NH2:6][C:7]1[N:12]=[C:11]([N:13]2[C:22]3[C:17](=[CH:18][C:19]([F:25])=[C:20]([N:38]4[CH2:39][CH:36]([NH:35][CH3:34])[CH2:37]4)[C:21]=3[F:23])[C:16](=[O:26])[C:15]([C:27]([OH:29])=[O:28])=[CH:14]2)[C:10]([F:30])=[CH:9][C:8]=1[F:31] |f:2.3.4|. Procedure details: To 200 mg of N,N-dimethylformamide were added 65 mg 1-(6-amino-3,5-difluoropyridine-2-yl)-6,7,8-trifluoro-4-oxo-1,4-dihydroquinoline-3-carboxylic acid, 45 mg of 3-methylaminoazetidine dihydrochloride, and 100 mg of N-methylpyrrolidine together with 3 drops of ethanol, and the mixture was stirred at 85° C. for 30 minutes. After adding 0.2 ml of ethanol, the solution was allowed to cool, and the precipitate was collected by filtration and washed with ethanol and diisopropylether successively to ob... The reactants are C1(=CC=CC=C1)P(C1=CC=CC=C1)C1=CC=CC=C1 (triphenylphosphine), CCOC(=O)/N=N/C(=O)OCC (diethylazodicarboxylate), C1(=CC=CC=C1)O (phenol), OCC=1C=C(C=CC1)N(S(=O)(=O)CC)CC=1C=NC=CC1 (N-(3-(hydroxymethyl)phenyl)-N-(ethanesulfonyl)pyrid-3-ylmethylamine). The solvent is CCOC(=O)C (EtOAc), C1CCOC1 (THF), C1CCOC1 (THF), C1CCOC1 (THF). Conditions: time 3 day. The product is O(C1=CC=CC=C1)CC=1C=C(C=CC1)N(S(=O)(=O)CC)CC=1C=NC=CC1 (N-(3-(Phenoxymethyl)phenyl)-N-(ethanesulfonyl)pyrid-3-ylmethylamine). Reaction SMILES: C1(P(C2C=CC=CC=2)C2C=CC=CC=2)C=CC=CC=1.CCOC(/N=N/C(OCC)=O)=O.[C:32]1([OH:38])[CH:37]=[CH:36][CH:35]=[CH:34][CH:33]=1.O[CH2:40][C:41]1[CH:42]=[C:43]([N:47]([CH2:53][C:54]2[CH:55]=[N:56][CH:57]=[CH:58][CH:59]=2)[S:48]([CH2:51][CH3:52])(=[O:50])=[O:49])[CH:44]=[CH:45][CH:46]=1>C1COCC1.CCOC(C)=O>[O:38]([CH2:40][C:41]1[CH:42]=[C:43]([N:47]([CH2:53][C:54]2[CH:55]=[N:56][CH:57]=[CH:58][CH:59]=2)[S:48]([CH2:51][CH3:52])(=[O:49])=[O:50])[CH:44]=[CH:45][CH:46]=1)[C:32]1[CH:37]=[CH:36][CH:35]=[CH:34][CH:33]=1. Reported procedure: To a solution of triphenylphosphine (0.141 g, 0.539 mmol) in 3.5 mL THF was added diethylazodicarboxylate (0.165 g, 0.539 mmol). After 5 min phenol (0.061 g, 0.646 mmol) was added as a solution in 2 mL THF. After 5 min N-(3-(hydroxymethyl)phenyl)-N-(ethanesulfonyl)pyrid-3-ylmethylamine (0.165 g, 0.539 mmol) was added as a solution in 2 mL THF and the reaction was stirred for 3 days. The mixture was diluted with EtOAc, washed with 1 N NaOH and brine, dried over MgSO4, filtered and concentrated. T... The reactants are Cl.N1=CC(=CC=C1)C(=O)Cl (3-pyridinecarbonyl chloride hydrochloride), C(CCCC)OCC(/C=C/C1=CC=C(C=C1)CC=1NC=CN1)O (E-4-pentyloxy-1-[4-(1-imidazolylmethyl)phenyl]but-1-en-3-ol), ester. Solvent: N1=CC=CC=C1 (pyridine). Run at time 8 hour. The product is C(CCCC)OCC(/C=C/C1=CC=C(C=C1)CC=1NC=CN1)OC(=O)C=1C=NC=CC1 (E-4-Pentyloxy-3-(3-pyridylcarbonyloxy)-1-[4-(1-imidazolylmethyl)phenyl]but-1-ene). Reaction SMILES: [CH2:1]([O:6][CH2:7][CH:8]([OH:23])/[CH:9]=[CH:10]/[C:11]1[CH:16]=[CH:15][C:14]([CH2:17][C:18]2[NH:19][CH:20]=[CH:21][N:22]=2)=[CH:13][CH:12]=1)[CH2:2][CH2:3][CH2:4][CH3:5].Cl.[N:25]1[CH:30]=[CH:29][CH:28]=[C:27]([C:31](Cl)=[O:32])[CH:26]=1>N1C=CC=CC=1>[CH2:1]([O:6][CH2:7][CH:8]([O:23][C:31]([C:27]1[CH:26]=[N:25][CH:30]=[CH:29][CH:28]=1)=[O:32])/[CH:9]=[CH:10]/[C:11]1[CH:12]=[CH:13][C:14]([CH2:17][C:18]2[NH:19][CH:20]=[CH:21][N:22]=2)=[CH:15][CH:16]=1)[CH2:2][CH2:3][CH2:4][CH3:5] |f:1.2|. Procedure details: 400 mg (1.3 mmol) of E-4-pentyloxy-1-[4-(1-imidazolylmethyl)phenyl]but-1-en-3-ol (5a) were dissolved in 10 ml of dry pyridine, and 409 mg (1.5 mmol) of 3-pyridinecarbonyl chloride hydrochloride were added. The mixture was stirred at room temp. for 8 h, and the solvent was substantially removed in vacuo, and the residue was partitioned between saturated aqueous sodium bicarbonate solution and methylene chloride. The aqueous phase was extracted twice with methylene chloride. Drying of the combined... The reactants are BrCC1=C(C(=O)Br)C(=CC=C1)C (2-bromomethyl-6-methylbenzoyl bromide), C(C)(C)(C)O (tert-butanol). Run in CCCCCCC (n-heptane), CCCCCCC (n-heptane). Run at temperature 40 celsius, time 1 hour. Yields the product BrCC1=C(C(=O)OC(C)(C)C)C(=CC=C1)C (tert-butyl 2-bromomethyl-6-methylbenzoate). RXN SMILES: [Br:1][CH2:2][C:3]1[CH:11]=[CH:10][CH:9]=[C:8]([CH3:12])[C:4]=1[C:5](Br)=[O:6].[C:13]([OH:17])([CH3:16])([CH3:15])[CH3:14]>CCCCCCC>[Br:1][CH2:2][C:3]1[CH:11]=[CH:10][CH:9]=[C:8]([CH3:12])[C:4]=1[C:5]([O:17][C:13]([CH3:16])([CH3:15])[CH3:14])=[O:6]. Procedure details: 20 g (24 mmol) of 2-bromomethyl-6-methylbenzoyl bromide solution (35% solution in heptane) are added to a mixture of 15 ml of n-heptane and 25 ml of tert-butanol. After stirring at 40° C. for one hour, 400 ml of n-heptane are added. The solution is washed successively with 60 ml of sat. sodium hydrogencarbonate solution and washed four times with 20 ml each time of water. Subsequently, the solvent is removed fully under reduced pressure. When the conversion is quantitative, tert-butyl 2-bromomet... The reactants are CCCP1(=O)OP(=O)(OP(=O)(O1)CCC)CCC (1-propanephosphonic acid cyclic anhydride), NC1=C(C(=O)O)C=CC=C1Br (2-amino-3-bromobenzoic acid), C1(CC1)N (cyclopropylamine). Solvent: CCOC(=O)C (EtOAc). Conditions: time 1 hour. Yields the product NC1=C(C(=O)NC2CC2)C=CC=C1Br (2-amino-3-bromo-N-cyclopropylbenzamide). The yield is 63.6%. RXN SMILES: [NH2:1][C:2]1[C:10]([Br:11])=[CH:9][CH:8]=[CH:7][C:3]=1[C:4]([OH:6])=O.CCCP1(OP(CCC)(=O)OP(CCC)(=O)O1)=O.[CH:30]1([NH2:33])[CH2:32][CH2:31]1>CCOC(C)=O>[NH2:1][C:2]1[C:10]([Br:11])=[CH:9][CH:8]=[CH:7][C:3]=1[C:4]([NH:33][CH:30]1[CH2:32][CH2:31]1)=[O:6]. Procedure: To a heterogenous mixture of 2-amino-3-bromobenzoic acid (Sigma-Aldrich; 8.00 g, 37.0 mmol) in EtOAc (80 mL) at 0° C. was added 1-propanephosphonic acid cyclic anhydride (T3P) (Alfa-Aesar; 50 wt. % solution in EtOAc, 24.00 mL, 40.7 mmol) followed by cyclopropylamine (2.57 mL, 37.0 mmol). The ice bath was removed and the reaction was stirred at RT for 1 h. Saturated NaHCO3 (aq.) was added and the mixture was stirred for 5 minutes. The layers were separated and the organic layer was washed with sa... Starting materials: N(N)C1=NC=C(C=C1)C1=CC(=CC=C1)OC (2-hydrazino-5-(3-methoxyphenyl)pyridine), C(OCC)([O-])[O-] (ethyl orthoformate). The product is COC=1C=C(C=CC1)C=1C=CC=2N(C1)C=NN2 (6-(3-methoxyphenyl)-1,2,4-triazolo[4,3-a]pyridine). RXN SMILES: [NH:1]([C:3]1[CH:8]=[CH:7][C:6]([C:9]2[CH:14]=[CH:13][CH:12]=[C:11]([O:15][CH3:16])[CH:10]=2)=[CH:5][N:4]=1)[NH2:2].[CH:17]([O-])([O-])OCC>>[CH3:16][O:15][C:11]1[CH:10]=[C:9]([C:6]2[CH:7]=[CH:8][C:3]3[N:4]([CH:17]=[N:2][N:1]=3)[CH:5]=2)[CH:14]=[CH:13][CH:12]=1. Procedure: In a manner similar to Example 8, 2-hydrazino-5-(3-methoxyphenyl)pyridine is treated with ethyl orthoformate to give 6-(3-methoxyphenyl)-1,2,4-triazolo[4,3-a]pyridine. Hydrogenation of this product affords the product of the Example. Reactants: BrCCCCc1ccccc1, O=C([O-])O, CNC, CCO, CCOC(C)=O, [Na+], c1ccccc1. The product is CN(C)CCCCc1ccccc1. RXN SMILES: [Br:1][CH2:2][CH2:3][CH2:4][CH2:5][c:6]1[cH:7][cH:8][cH:9][cH:10][cH:11]1.[C:18](=[O:19])([OH:20])[O-:21].[CH3:12][NH:13][CH3:14].[CH3:15][CH2:16][OH:17].[CH3:29][CH2:30][O:31][C:32](=[O:33])[CH3:34].[Na+:22].[cH:23]1[cH:24][cH:25][cH:26][cH:27][cH:28]1>>[CH2:2]([CH2:3][CH2:4][CH2:5][c:6]1[cH:7][cH:8][cH:9][cH:10][cH:11]1)[N:13]([CH3:12])[CH3:14].